This data is from the Open Reaction Database (ORD), a public repository of structured organic reaction records. The task is: describe an organic reaction: reactants, conditions, products, and yield Reactants: [Li]C(C)(C)C, C1CCOC1, CCCCC, O=S(=O)(c1ccccc1)N(F)S(=O)(=O)c1ccccc1, O=C(O)c1cc2c(s1)-c1ccccc1OC2. Yields the product O=C(O)c1sc2c(c1F)COc1ccccc1-2. Reaction SMILES: [C:17]([Li:18])([CH3:19])([CH3:20])[CH3:21].[CH2:42]1[O:43][CH2:44][CH2:45][CH2:46]1.[CH3:47][CH2:48][CH2:49][CH2:50][CH3:51].[F:22][N:23]([S:24]([c:25]1[cH:26][cH:27][cH:28][cH:29][cH:30]1)(=[O:31])=[O:32])[S:33]([c:34]1[cH:35][cH:36][cH:37][cH:38][cH:39]1)(=[O:40])=[O:41].[s:1]1[c:2]([C:14](=[O:15])[OH:16])[cH:3][c:4]2[c:13]1-[c:12]1[c:7]([cH:8][cH:9][cH:10][cH:11]1)[O:6][CH2:5]2>>[s:1]1[c:2]([C:14](=[O:15])[OH:16])[c:3]([F:22])[c:4]2[c:13]1-[c:12]1[c:7]([cH:8][cH:9][cH:10][cH:11]1)[O:6][CH2:5]2. Starting materials: P(OCC)(OCC)OCC (triethyl phosphite), C(C)(C)(C)C1=C(C(=CC=C1)C(C)(C)C)O (2,6-di-tert-butylphenol), C=O (paraformaldehyde), CNC (dimethylamine). Solvent: CN(C=O)C (N,N-dimethylformamide). Run at temperature 105 celsius. Product: C(C)(C)(C)C=1C=C(CP(OCC)(OCC)=O)C=C(C1O)C(C)(C)C (diethyl 3,5-di-tert-butyl-4-hydroxybenzylphosphonate). As a reaction SMILES: [C:1]([C:5]1[CH:10]=[CH:9][CH:8]=[C:7]([C:11]([CH3:14])([CH3:13])[CH3:12])[C:6]=1[OH:15])([CH3:4])([CH3:3])[CH3:2].[CH2:16]=O.CNC.[P:21]([O:28]CC)([O:25][CH2:26][CH3:27])[O:22][CH2:23][CH3:24]>CN(C)C=O>[C:11]([C:7]1[CH:8]=[C:9]([CH:10]=[C:5]([C:1]([CH3:4])([CH3:3])[CH3:2])[C:6]=1[OH:15])[CH2:16][P:21](=[O:28])([O:25][CH2:26][CH3:27])[O:22][CH2:23][CH3:24])([CH3:14])([CH3:13])[CH3:12]. Reported procedure: 20.63 g (100 mmol) of 2,6-di-tert-butylphenol, 5.22 g (174 mmol) of paraformaldehyde, 6.1 g (45 mmol) of 33% ethanolic dimethylamine and 26 ml (=24.7 g) of N,N-dimethylformamide are heated at 50° C. under nitrogen for 1 hour in a sulfonation flask fitted with a reflux condenser and mechanical stirrer. 33.23 g (200 mmol) of triethyl phosphite are added to this mixture. It is heated under reflux at a reaction temperature of 105° C.; the conversion to the final product is 82% (HPLC). Working-up: ex... Starting materials: resultant mixture, C(C1=CC=C(C(=O)Cl)C=C1)(=O)Cl (Terephthaloyl dichloride), C(C)(C)(C)O (tert-butanol), O (water), Cl (hydrochloric acid). Run in N1=CC=CC=C1 (pyridine). Conditions: time 24 hour. The product is C(C1=CC=C(C(=O)OC(C)(C)C)C=C1)(=O)OC(C)(C)C (1,4-di(tert-butyl) terephthalate). RXN SMILES: [C:1](Cl)(=[O:11])[C:2]1[CH:10]=[CH:9][C:5]([C:6](Cl)=[O:7])=[CH:4][CH:3]=1.[C:13]([OH:17])([CH3:16])([CH3:15])[CH3:14].[OH2:18].Cl>N1C=CC=CC=1>[C:1]([O:11][C:2]([CH3:10])([CH3:3])[CH3:1])(=[O:18])[C:2]1[CH:10]=[CH:9][C:5]([C:6]([O:17][C:13]([CH3:16])([CH3:15])[CH3:14])=[O:7])=[CH:4][CH:3]=1. Procedure details: Terephthaloyl dichloride (5.0 g: 24.6 mmol) was dissolved in 50 ml of dehydrated pyridine, and tert-butanol (4.0 g: 54.1 mmol) was added to the mixture. The reaction was carried out at a room temperature for 24 hours. The reaction mixture was poured into an iced water, and the resultant mixture was acidified by adding hydrochloric acid. The resultant precipitate was collected by filtration, washed with water, dried, and recrystallized from methanol to provide 6.1 g (21.9 mmol) of 1,4-di(tert-but... Reactants: 1a, dihalo, ( II ), Cl[Si](C)(C)C (chlorotrimethylsilane), IC1=CC(=CC=C1)I (1,3-diiodobenzene). Yields the product IC1=CC(=CC=C1)[Si](C)(C)C (1-Iodo-3-trimethylsilanyl-benzene). As a reaction SMILES: Cl[Si:2]([CH3:5])([CH3:4])[CH3:3].[I:6][C:7]1[CH:12]=[CH:11][CH:10]=[C:9](I)[CH:8]=1>>[I:6][C:7]1[CH:12]=[CH:11][CH:10]=[C:9]([Si:2]([CH3:5])([CH3:4])[CH3:3])[CH:8]=1. Procedure: 1-Iodo-3-trimethylsilanyl-benzene is prepared in a manner analogous to the procedure described in examples 1 and 1a utilizing chlorotrimethylsilane and 1,3-diiodobenzene as the dihalo compound of formula (II). Isolated yield 79.0%. Reaction SMILES: [Cl:1][C:2]1[C:3]([S:11][CH3:12])=[N:4][CH:5]=[C:6]([CH:8]([OH:10])C)[CH:7]=1.[H-].[Na+].[CH2:15](Br)[C:16]1[CH:21]=[CH:20][CH:19]=[CH:18][CH:17]=1.CN(C=[O:27])C>O>[C:15]([O:10][CH2:8][C:6]1[CH:7]=[C:2]([Cl:1])[C:3]([S:11][CH3:12])=[N:4][CH:5]=1)(=[O:27])[C:16]1[CH:21]=[CH:20][CH:19]=[CH:18][CH:17]=1 |f:1.2|. Reactants: ClC=1C(=NC=C(C1)C(C)O)SC (3-Chloro-5-(1-hydroxyethyl)-2-methylthiopyridine), CN(C)C=O (DMF), [H-].[Na+] (sodium hydride), C(C1=CC=CC=C1)Br (benzyl bromide). The solvent is O (water). Run at time 30 minute. Procedure: 3-Chloro-5-(1-hydroxyethyl)-2-methylthiopyridine (21.9 g, 0.108 mol) was dissolved with stirring in anhydrous DMF (250 mL) and 60% sodium hydride (5 g, 0.125 mol) added in portions. The mixture was stirred at room temperature for 30 minutes and benzyl bromide (17.6 g, 0.103 mol) added dropwise. The mixture was then stirred at room temperature for four hours, diluted with water (400 mL) and extracted three times with ethyl acetate (100 mL). The combined organic extracts were washed twice with wat... Product: C(C1=CC=CC=C1)(=O)OCC=1C=C(C(=NC1)SC)Cl (5-(1-Benzoyloxymethyl)-3-chloro-2-methylthiopyridine). The reactants are CC1=C(N=C(O1)C1=CC=CC=C1)COC1=CC=C(CO\N=C\2/CC(=CC=C2)C(C(=O)O)C)C=C1 (E-3-[4-(5-methyl-2-phenyl-4-oxazolylmethoxy)benzyloxyimino]-phenylpropionic acid), Cl.C(C)N=C=NCCCN(C)C (1-ethyl-3-(3-dimethylaminopropyl)carbodiimide hydrochloride), CN(C=O)C (N,N-dimethylformamide), O (Water). Reaction conditions: time 15 hour. The product is CC1=C(N=C(O1)C1=CC=CC=C1)COC1=CC=C(CO\N=C(/CC(=O)N)\C2=CC=CC=C2)C=C1 (E-3-[4-(5-methyl-2-phenyl-4-oxazolylmethoxy)benzyloxyimino]-3-phenylpropanamide). Yield: 86.0%. RXN SMILES: [CH3:1][C:2]1O[C:5]([C:7]2[CH:12]=[CH:11][CH:10]=[CH:9][CH:8]=2)=[N:4][C:3]=1[CH2:13][O:14][C:15]1[CH:34]=[CH:33][C:18]([CH2:19][O:20]/[N:21]=[C:22]2\[CH2:23][C:24]([CH:28]([CH3:32])C(O)=O)=[CH:25][CH:26]=[CH:27]\2)=[CH:17][CH:16]=1.Cl.C(N=C=NCCCN(C)C)C.C[N:48](C)[CH:49]=[O:50].[OH2:52]>>[CH3:1][C:2]1[O:52][C:5]([C:7]2[CH:12]=[CH:11][CH:10]=[CH:9][CH:8]=2)=[N:4][C:3]=1[CH2:13][O:14][C:15]1[CH:16]=[CH:17][C:18]([CH2:19][O:20]/[N:21]=[C:22](/[C:27]2[CH:32]=[CH:28][CH:24]=[CH:25][CH:26]=2)\[CH2:23][C:49]([NH2:48])=[O:50])=[CH:33][CH:34]=1 |f:1.2|. Procedure details: A mixture of E-3-[4-(5-methyl-2-phenyl-4-oxazolylmethoxy)benzyloxyimino]-phenylpropionic acid (600 mg), 1-hydroxybenzotriazole ammonia complex (260 mg), 1-ethyl-3-(3-dimethylaminopropyl)carbodiimide hydrochloride (328 mg) and N,N-dimethylformamide (5 ml) was stirred at room temperature for 15 hours. Water was added to the reaction mixture and extracted with ethyl acetate. The ethyl acetate layer was washed successively with an aqueous solution of potassium carbonate and an aqueous saturated solu...